From a dataset of the Open Reaction Database (ORD), a public repository of structured organic reaction records. describe an organic reaction: reactants, conditions, products, and yield Reactants: O (water), ON1N=NC2=C1C=CC=C2 (1-hydroxybenzotriazole), C(CCCCCC)C1=CC=C(C=C1)C1=CC=C(C(=O)O)C=C1 (4-(4-heptylphenyl)benzoic acid), Cl.C(C)N=C=NCCCN(C)C (1-ethyl-3-(3′-dimethylaminopropyl)carbodiimide hydrochloride). Solvent: ClCCl (dichloromethane). Reaction conditions: time 3 hour. Product: C(CCCCCC)C1=CC=C(C=C1)C1=CC=C(C(=O)N2N=[N+](C3=C2C=CC=C3)[O-])C=C1 (1-[4-(4-heptylphenyl)benzoyl]benzotriazole 3-oxide). Reaction SMILES: [OH:1][N:2]1[C:6]2[CH:7]=[CH:8][CH:9]=[CH:10][C:5]=2[N:4]=[N:3]1.[CH2:11]([C:18]1[CH:23]=[CH:22][C:21]([C:24]2[CH:32]=[CH:31][C:27]([C:28](O)=[O:29])=[CH:26][CH:25]=2)=[CH:20][CH:19]=1)[CH2:12][CH2:13][CH2:14][CH2:15][CH2:16][CH3:17].Cl.C(N=C=NCCCN(C)C)C.O>ClCCl>[CH2:11]([C:18]1[CH:23]=[CH:22][C:21]([C:24]2[CH:32]=[CH:31][C:27]([C:28]([N:4]3[C:5]4[CH:10]=[CH:9][CH:8]=[CH:7][C:6]=4[N+:2]([O-:1])=[N:3]3)=[O:29])=[CH:26][CH:25]=2)=[CH:20][CH:19]=1)[CH2:12][CH2:13][CH2:14][CH2:15][CH2:16][CH3:17] |f:2.3|. Reported procedure: To a suspension of 1-hydroxybenzotriazole (501 mg) and 4-(4-heptylphenyl)benzoic acid (1 g) in dichloromethane (30 ml) was added 1-ethyl-3-(3′-dimethylaminopropyl)carbodiimide hydrochloride (WSCD.HCl) (839 mg), and stirred for 3 hours at ambient temperature. The reaction mixture was added to water. The organic layer was separated, and dried over magnesium sulfate. The magnesium sulfate was filtered off, and the filtrate was evaporated under reduced pressure to give 1-[4-(4-heptylphenyl)benzoyl]b...